From a dataset of the Open Reaction Database (ORD), a public repository of structured organic reaction records. describe an organic reaction: reactants, conditions, products, and yield The reactants are O=C(O)C=Cc1ccc(C(F)(F)F)nc1NCc1ccccc1, Cl, C#Cc1cc(CN)cc(F)c1NS(C)(=O)=O. Yields the product C#Cc1cc(CNC(=O)C=Cc2ccc(C(F)(F)F)nc2NCc2ccccc2)cc(F)c1NS(C)(=O)=O. As a reaction SMILES: [CH2:18]([c:19]1[cH:20][cH:21][cH:22][cH:23][cH:24]1)[NH:25][c:26]1[n:27][c:28]([C:37]([F:38])([F:39])[F:40])[cH:29][cH:30][c:31]1[CH:32]=[CH:33][C:34](=[O:35])[OH:36].[ClH:17].[NH2:1][CH2:2][c:3]1[cH:4][c:5]([F:16])[c:6]([NH:11][S:12](=[O:13])(=[O:14])[CH3:15])[c:7]([C:9]#[CH:10])[cH:8]1>>[NH:1]([CH2:2][c:3]1[cH:4][c:5]([F:16])[c:6]([NH:11][S:12](=[O:13])(=[O:14])[CH3:15])[c:7]([C:9]#[CH:10])[cH:8]1)[C:34]([CH:33]=[CH:32][c:31]1[c:26]([NH:25][CH2:18][c:19]2[cH:20][cH:21][cH:22][cH:23][cH:24]2)[n:27][c:28]([C:37]([F:38])([F:39])[F:40])[cH:29][cH:30]1)=[O:35]. Starting materials: C(C)(C)(C)C1=CC=C(C=C1)S(=O)(=O)NC1=NC=NC(=C1C1=CC=C(C=C1)C)Cl (4-tert.-butyl-N-[6-chloro-5-(p-tolyl)-4-pyrimidinyl]-benzene sulfonamide), OCCN(S(=O)(=O)C=1C(=CC=CC1)C)C (N-(2-hydroxyethyl)-N-methyl-toluenesulfonamide). Product: C(C)(C)(C)C1=CC=C(C=C1)S(=O)(=O)NC1=NC=NC(=C1C1=CC=C(C=C1)C)OCCN(C)S(=O)(=O)C=1C(=CC=CC1)C (4-tert.-butyl-N-{6-[2-(toluene-sulfonyl-methyl-amino)-ethoxy]-5-p-tolyl-pyrimidin-4-yl}-benzenesulfonamide). RXN SMILES: [C:1]([C:5]1[CH:10]=[CH:9][C:8]([S:11]([NH:14][C:15]2[C:20]([C:21]3[CH:26]=[CH:25][C:24]([CH3:27])=[CH:23][CH:22]=3)=[C:19](Cl)[N:18]=[CH:17][N:16]=2)(=[O:13])=[O:12])=[CH:7][CH:6]=1)([CH3:4])([CH3:3])[CH3:2].[OH:29][CH2:30][CH2:31][N:32]([CH3:43])[S:33]([C:36]1[C:37]([CH3:42])=[CH:38][CH:39]=[CH:40][CH:41]=1)(=[O:35])=[O:34]>>[C:1]([C:5]1[CH:10]=[CH:9][C:8]([S:11]([NH:14][C:15]2[C:20]([C:21]3[CH:26]=[CH:25][C:24]([CH3:27])=[CH:23][CH:22]=3)=[C:19]([O:29][CH2:30][CH2:31][N:32]([S:33]([C:36]3[C:37]([CH3:42])=[CH:38][CH:39]=[CH:40][CH:41]=3)(=[O:35])=[O:34])[CH3:43])[N:18]=[CH:17][N:16]=2)(=[O:13])=[O:12])=[CH:7][CH:6]=1)([CH3:4])([CH3:3])[CH3:2]. Procedure: According to Example 24d) 100 mg 4-tert.-butyl-N-[6-chloro-5-(p-tolyl)-4-pyrimidinyl]-benzene sulfonamide was reacted with N-(2-hydroxyethyl)-N-methyl-toluenesulfonamide to give 14 mg 4-tert.-butyl-N-{6-[2-(toluene-sulfonyl-methyl-amino)-ethoxy]-5-p-tolyl-pyrimidin-4-yl}-benzenesulfonamide. LC-MS: tR=6.18 min, [M−1]−=607.54. Starting materials: O=C([O-])[O-], CCO, CC(CF)(CF)C(=O)CBr, [K+], [K+], c1nc[nH]n1. The product is CC(CF)(CF)C(=O)Cn1cncn1. Reaction SMILES: [C:16](=[O:17])([O-:18])[O-:19].[CH3:22][CH2:23][OH:24].[F:1][CH2:2][C:3]([C:4]([CH2:5][Br:6])=[O:7])([CH3:8])[CH2:9][F:10].[K+:20].[K+:21].[nH:11]1[n:12][cH:13][n:14][cH:15]1>>[F:1][CH2:2][C:3]([C:4]([CH2:5][n:11]1[n:12][cH:13][n:14][cH:15]1)=[O:7])([CH3:8])[CH2:9][F:10]. Starting materials: O.NN (hydrazine hydrate), COC(C(=O)O)CC(=O)C1=CC=C(C=C1)C (2-methoxy-4-(4-methylphenyl)-4-oxobutyric acid). Solvent: CO (methanol). Conditions: time 8 hour. Product: COC1C(NN=C(C1)C1=CC=C(C=C1)C)=O (4-Methoxy-6-(4-methylphenyl)-4,5-dihydro-2H-pyridazin-3-one). Yield: 61.9%. RXN SMILES: O.[NH2:2][NH2:3].[CH3:4][O:5][CH:6]([CH2:10][C:11]([C:13]1[CH:18]=[CH:17][C:16]([CH3:19])=[CH:15][CH:14]=1)=O)[C:7](O)=[O:8]>CO>[CH3:4][O:5][CH:6]1[CH2:10][C:11]([C:13]2[CH:18]=[CH:17][C:16]([CH3:19])=[CH:15][CH:14]=2)=[N:3][NH:2][C:7]1=[O:8] |f:0.1|. Procedure: 0.5 g of hydrazine hydrate (100%) was added, at room temperature, to a solution of 2.22 g of 2-methoxy-4-(4-methylphenyl)-4-oxobutyric acid (prepared as described in Preparation 2) in 20 ml of methanol, and the mixture was allowed to stand at room temperature overnight. The crystals which precipitated were collected by filtration and washed with methanol, to give 1.35 g of the title compound. The filtrate was concentrated by evaporation at 50° C. and the resulting residue was washed with methano... Reactants: [BH4-], CO, ClCCl, CC(C)c1nc2c(n1Cc1ccc(Cl)c(Cl)c1)C(=O)CC2, [Na+]. Yields the product CC(C)c1nc2c(n1Cc1ccc(Cl)c(Cl)c1)C(O)CC2. Reaction SMILES: [BH4-:1].[CH3:27][OH:28].[Cl:24][CH2:25][Cl:26].[Cl:3][c:4]1[cH:5][c:6]([CH2:11][n:12]2[c:13]([CH:21]([CH3:22])[CH3:23])[n:14][c:15]3[c:16]2[C:17](=[O:20])[CH2:18][CH2:19]3)[cH:7][cH:8][c:9]1[Cl:10].[Na+:2]>>[Cl:3][c:4]1[cH:5][c:6]([CH2:11][n:12]2[c:13]([CH:21]([CH3:22])[CH3:23])[n:14][c:15]3[c:16]2[CH:17]([OH:20])[CH2:18][CH2:19]3)[cH:7][cH:8][c:9]1[Cl:10]. Reactants: C(CC)C1=NC2=C(N1CC1=CC=C(C=C1)C=1C(=CC=CC1)C(=O)OC(C)(C)C)C=C(C=C2C)C=2OC(=C(N2)C)C (tert.butyl 4'-[[2-n-propyl-4-methyl-6-(4,5-dimethyl-oxazol-2-yl)-1H-benzimidazol-1-yl]-methyl]-biphenyl-2-carboxylate), C(C)NC=O.C(C)N (N-ethylformamide ethylamine). The product is C(CC)C1=NC2=C(N1CC1=CC=C(C=C1)C=1C(=CC=CC1)C(=O)O)C=C(C=C2C)C=2N(C(=C(N2)C)C)CC (4'-[[2-n-Propyl-4-methyl-6-(1-ethyl-4,5-dimethyl-imidazol-2-yl)-1H-benzimidazol-1-yl]-methyl]-biphenyl-2-carboxylic Acid). As a reaction SMILES: [CH2:1]([C:4]1[N:8]([CH2:9][C:10]2[CH:15]=[CH:14][C:13]([C:16]3[C:17]([C:22]([O:24]C(C)(C)C)=[O:23])=[CH:18][CH:19]=[CH:20][CH:21]=3)=[CH:12][CH:11]=2)[C:7]2[CH:29]=[C:30]([C:34]3O[C:36]([CH3:40])=[C:37]([CH3:39])[N:38]=3)[CH:31]=[C:32]([CH3:33])[C:6]=2[N:5]=1)[CH2:2][CH3:3].[CH2:41]([NH:43]C=O)[CH3:42].C(N)C>>[CH2:1]([C:4]1[N:8]([CH2:9][C:10]2[CH:15]=[CH:14][C:13]([C:16]3[C:17]([C:22]([OH:24])=[O:23])=[CH:18][CH:19]=[CH:20][CH:21]=3)=[CH:12][CH:11]=2)[C:7]2[CH:29]=[C:30]([C:34]3[N:43]([CH2:41][CH3:42])[C:36]([CH3:40])=[C:37]([CH3:39])[N:38]=3)[CH:31]=[C:32]([CH3:33])[C:6]=2[N:5]=1)[CH2:2][CH3:3] |f:1.2|. Procedure: Prepared analogously to Example 146 from tert.butyl 4'-[[2-n-propyl-4-methyl-6-(4,5-dimethyl-oxazol-2-yl)-1H-benzimidazol-1-yl]-methyl]-biphenyl-2-carboxylate and N-ethylformamide/ethylamine. Starting materials: Oc1cccc(Br)c1F, BrCc1ccccc1, CC(C)=O, CCOC(C)=O, [Na+], [Na+], O=C([O-])[O-], O. Product: Fc1c(Br)cccc1OCc1ccccc1. As a reaction SMILES: [Br:1][c:2]1[c:3]([F:9])[c:4]([OH:8])[cH:5][cH:6][cH:7]1.[CH2:16]([c:17]1[cH:18][cH:19][cH:20][cH:21][cH:22]1)[Br:23].[CH3:25][C:26](=[O:27])[CH3:28].[CH3:29][CH2:30][O:31][C:32](=[O:33])[CH3:34].[Na+:10].[Na+:11].[O-:12][C:13](=[O:14])[O-:15].[OH2:24]>>[Br:1][c:2]1[c:3]([F:9])[c:4]([O:8][CH2:16][c:17]2[cH:18][cH:19][cH:20][cH:21][cH:22]2)[cH:5][cH:6][cH:7]1. Procedure details: Trans-6-[2-(4-Methoxyphenyl)ethenyl]-2-[3-(dimethylamino)propyl]-phthalazin-1(2H)-one (prepared as in Example XIV) (46.6 gm, 0.122 mole) and 245 gm pyridine hydrochloride were heated together with stirring at 180° C. for 7 hours. The hot melt was added to 1200 ml water and stirred over night. The product was filtered off and washed with three 400 ml portions of water. The damp product was slurried in 350 ml of tetrahydrofuran plus 350 ml methanol, acidified with gaseous HCl, filtered and washed ... The product is Cl.OC1=CC=C(C=C1)/C=C/C=1C=C2C=NN(C(C2=CC1)=O)CCCN(C)C (Trans-6-[2-(4-hydroxyphenyl)ethenyl]-2-[3-(dimethylamino)propyl]-phthalazin-1(2H)-one hydrochloride). Conditions: temperature 180 celsius, time 7 hour. RXN SMILES: C[O:2][C:3]1[CH:8]=[CH:7][C:6](/[CH:9]=[CH:10]/[C:11]2[CH:12]=[C:13]3[C:18](=[CH:19][CH:20]=2)[C:17](=[O:21])[N:16]([CH2:22][CH2:23][CH2:24][N:25]([CH3:27])[CH3:26])[N:15]=[CH:14]3)=[CH:5][CH:4]=1.[ClH:28].N1C=CC=CC=1>O>[ClH:28].[OH:2][C:3]1[CH:8]=[CH:7][C:6](/[CH:9]=[CH:10]/[C:11]2[CH:12]=[C:13]3[C:18](=[CH:19][CH:20]=2)[C:17](=[O:21])[N:16]([CH2:22][CH2:23][CH2:24][N:25]([CH3:27])[CH3:26])[N:15]=[CH:14]3)=[CH:5][CH:4]=1 |f:1.2,4.5|. The reactants are COC1=CC=C(C=C1)/C=C/C=1C=C2C=NN(C(C2=CC1)=O)CCCN(C)C (Trans-6-[2-(4-Methoxyphenyl)ethenyl]-2-[3-(dimethylamino)propyl]-phthalazin-1(2H)-one), Cl.N1=CC=CC=C1 (pyridine hydrochloride). Solvent: O (water).